Dataset: the Open Reaction Database (ORD), a public repository of structured organic reaction records. Task: describe an organic reaction: reactants, conditions, products, and yield Reactants: O=C(O)c1ccc(Br)o1, CCCCCCCCC=CCCCCCCCCO, CN(C)C=O, CC(=O)O, [H-], [Na+]. Product: CCCCCCCCC=CCCCCCCCCOc1ccc(C(=O)O)o1. Reaction SMILES: [Br:1][c:2]1[cH:3][cH:4][c:5]([C:7](=[O:8])[OH:9])[o:6]1.[CH2:10]([CH2:11][CH2:12][CH2:13][CH2:14][CH2:15][CH2:16][CH2:17][CH:18]=[CH:19][CH2:20][CH2:21][CH2:22][CH2:23][CH2:24][CH2:25][CH2:26][CH3:27])[OH:28].[CH3:29][N:30]([CH3:31])[CH:32]=[O:33].[CH3:36][C:37](=[O:38])[OH:39].[H-:34].[Na+:35]>>[c:2]1([O:28][CH2:10][CH2:11][CH2:12][CH2:13][CH2:14][CH2:15][CH2:16][CH2:17][CH:18]=[CH:19][CH2:20][CH2:21][CH2:22][CH2:23][CH2:24][CH2:25][CH2:26][CH3:27])[cH:3][cH:4][c:5]([C:7](=[O:8])[OH:9])[o:6]1.